The task is: describe an organic reaction: reactants, conditions, products, and yield. This data is from the Open Reaction Database (ORD), a public repository of structured organic reaction records. The reactants are OC1=CC2=C(CCO2)C=C1C1C(N(C=2C=C3C(=CC12)OCCO3)C[C@@H]3OCCC3)=O (8-(6-hydroxy-2,3-dihydrobenzofuran-5-yl)-6-(((R)-tetrahydrofuran-2-yl)methyl)-6,8-dihydro-2H-[1,4]dioxino[2,3-f]indol-7(3H)-one), C1(=CC=CC=C1)C(N1C(C(C2=CC=CC=C12)C1=C(C=C(C(=C1)C)OC)O)=O)C1=CC=CC=C1 (1-(diphenylmethyl)-3-(2-hydroxy-4-methoxy-5-methylphenyl)-1,3-dihydro-2H-indol-2-one). Yields the product O1[C@H](CCC1)CN1C(C2(COC=3C2=CC2=C(OCC2)C3)C=3C=C2C(=CC13)OCCO2)=O (6-(((R)-tetrahydrofuran-2-yl)methyl)-2,3,5′,6′-tetrahydro-2′H-spiro[[1,4]dioxino[2,3-f]indole-8,3′-benzofuro[6,5-b]furan]-7(6H)-one). Reaction SMILES: [OH:1][C:2]1[C:10]([CH:11]2[C:19]3[CH:18]=[C:17]4[O:20][CH2:21][CH2:22][O:23][C:16]4=[CH:15][C:14]=3[N:13]([CH2:24][C@H:25]3[CH2:29][CH2:28][CH2:27][O:26]3)[C:12]2=[O:30])=[CH:9][C:5]2[CH2:6][CH2:7][O:8][C:4]=2[CH:3]=1.[C:31]1(C(C2C=CC=CC=2)N2C3C(=CC=CC=3)C(C3C=C(C)C(OC)=CC=3O)C2=O)C=CC=CC=1>>[O:26]1[CH2:27][CH2:28][CH2:29][C@@H:25]1[CH2:24][N:13]1[C:14]2[CH:15]=[C:16]3[O:23][CH2:22][CH2:21][O:20][C:17]3=[CH:18][C:19]=2[C:11]2([C:10]3=[CH:9][C:5]4[CH2:6][CH2:7][O:8][C:4]=4[CH:3]=[C:2]3[O:1][CH2:31]2)[C:12]1=[O:30]. Reported procedure: Following the procedure as described in EXAMPLE 2 and making non-critical variations using 8-(6-hydroxy-2,3-dihydrobenzofuran-5-yl)-6-(((R)-tetrahydrofuran-2-yl)methyl)-6,8-dihydro-2H-[1,4]dioxino[2,3-f]indol-7(3H)-one to replace 1-(diphenylmethyl)-3-(2-hydroxy-4-methoxy-5-methylphenyl)-1,3-dihydro-2H-indol-2-one, 6-(((R)-tetrahydrofuran-2-yl)methyl)-2,3,5′,6′-tetrahydro-2′H-spiro[[1,4]dioxino[2,3-f]indole-8,3′-benzofuro[6,5-b]furan]-7(6H)-one was obtained (39%) as a colorless solid: mp 220-225°...